From a dataset of the Open Reaction Database (ORD), a public repository of structured organic reaction records. describe an organic reaction: reactants, conditions, products, and yield Starting materials: O (water), C([O-])([O-])=O.[Na+].[Na+] (sodium carbonate), C(C)(C)(C)C1=CC=C(CCl)C=C1 (4-t-butylbenzyl chloride), C(C)(C)(C)N1N=CC(=C(C1=O)Cl)S (2-t-butyl-4-chloro-5-mercapto-3(2H)-pyridazinone). Solvent: CN(C=O)C (N,N-dimethylformamide). Run at time 2 hour. Product: C(C)(C)(C)N1N=CC(=C(C1=O)Cl)SCC1=CC=C(C=C1)C(C)(C)C (2 -t-butyl-5-(p-t-butylbenzylthio)-4-chloro-3(2H)-pyridazinone). Isolated yield 90.3%. RXN SMILES: [C:1]([N:5]1[C:10](=[O:11])[C:9]([Cl:12])=[C:8]([SH:13])[CH:7]=[N:6]1)([CH3:4])([CH3:3])[CH3:2].C(=O)([O-])[O-].[Na+].[Na+].[C:20]([C:24]1[CH:31]=[CH:30][C:27]([CH2:28]Cl)=[CH:26][CH:25]=1)([CH3:23])([CH3:22])[CH3:21].O>CN(C)C=O>[C:1]([N:5]1[C:10](=[O:11])[C:9]([Cl:12])=[C:8]([S:13][CH2:28][C:27]2[CH:30]=[CH:31][C:24]([C:20]([CH3:23])([CH3:22])[CH3:21])=[CH:25][CH:26]=2)[CH:7]=[N:6]1)([CH3:4])([CH3:2])[CH3:3] |f:1.2.3|. Reported procedure: In 15 ml of N,N-dimethylformamide was dissolved 2.0 g (0.0092 mol) of 2-t-butyl-4-chloro-5-mercapto-3(2H)-pyridazinone. The resulting solution was added with 1.3 g (0.0123 mol) of anhydrous sodium carbonate and 1.6 g (0.0088 mol) of 4-t-butylbenzyl chloride, and then heated under stirring at 80°~110° C. for two hours. The resulting mixture was cooled to room temperature, and then added with 100 ml of water and stirred. The solid thus precipitated was filtered off, washed with water, dried, and r... The reactants are FC=1C=C(C=CC1)S(=O)(=O)N1[C@@H](CCCC1)C(=O)N[C@H](C(=O)O)CC1=CC=C(C=C1)OCCCOC ((S)-2-{[(S)-1-(3-fluoro-benzenesulfonyl)-piperidine-2-carbonyl]-amino}-3-[4-(3-methoxy-propoxy)-phenyl]-propionic acid), C1CCOC1 (THF), O (water), CN (methyl amine). Solvent: ClCCl (dichloromethane). The product is 35, COCCCOC1=CC=C(C=C1)C[C@@H](C(NC)=O)NC(=O)[C@H]1N(CCCC1)S(=O)(=O)C1=CC(=CC=C1)F ((S)-1-(3-fluoro-benzenesulfonyl)-piperidine-2-carboxylic acid {(S)-2-[4-(3-methoxy-propoxy)-phenyl]-1-methylcarbamoyl-ethyl}-amide). The yield is 34.0%. Reaction SMILES: [F:1][C:2]1[CH:3]=[C:4]([S:8]([N:11]2[CH2:16][CH2:15][CH2:14][CH2:13][C@H:12]2[C:17]([NH:19][C@@H:20]([CH2:24][C:25]2[CH:30]=[CH:29][C:28]([O:31][CH2:32][CH2:33][CH2:34][O:35][CH3:36])=[CH:27][CH:26]=2)[C:21](O)=[O:22])=[O:18])(=[O:10])=[O:9])[CH:5]=[CH:6][CH:7]=1.[CH3:37][NH2:38].C1COCC1.O>ClCCl>[CH3:36][O:35][CH2:34][CH2:33][CH2:32][O:31][C:28]1[CH:27]=[CH:26][C:25]([CH2:24][C@H:20]([NH:19][C:17]([C@@H:12]2[CH2:13][CH2:14][CH2:15][CH2:16][N:11]2[S:8]([C:4]2[CH:5]=[CH:6][CH:7]=[C:2]([F:1])[CH:3]=2)(=[O:10])=[O:9])=[O:18])[C:21](=[O:22])[NH:38][CH3:37])=[CH:30][CH:29]=1. Procedure: To (S)-2-{[(S)-1-(3-fluoro-benzenesulfonyl)-piperidine-2-carbonyl]-amino}-3-[4-(3-methoxy-propoxy)-phenyl]-propionic acid (98 mg, 0.19 mmol) in dichloromethane (3 mL) was added, a 2.0M methyl amine solution in THF (97 μL, 1.9 mmol), PyBoP (87 mg, 0.19 mmol) at room temperature. Upon reaction completion water was added. The mixture was extracted with ethyl acetate. The organic layer was dried over magnesium sulfate and concentrated. The residue was chromatographed on silica gel (dichloromethane/e... Reactants: Cc1ccccc1, O=C(Cl)OC(Cl)(Cl)Cl, COc1cc(N)c(Cl)cc1F. The product is COc1cc(N=C=O)c(Cl)cc1F. Reaction SMILES: [CH3:20][c:21]1[cH:22][cH:23][cH:24][cH:25][cH:26]1.[Cl:12][C:13](=[O:14])[O:15][C:16]([Cl:17])([Cl:18])[Cl:19].[Cl:1][c:2]1[c:3]([NH2:4])[cH:5][c:6]([O:10][CH3:11])[c:7]([F:9])[cH:8]1>>[Cl:1][c:2]1[c:3]([N:4]=[C:13]=[O:14])[cH:5][c:6]([O:10][CH3:11])[c:7]([F:9])[cH:8]1. The reactants are CCNCC, Cc1nc(-c2ccc(C=O)cc2)sc1COc1ccc(C(CC(=O)N2C(=O)OCC2Cc2ccccc2)c2ccon2)cc1, Cl. The product is CCN(CC)Cc1ccc(-c2nc(C)c(COc3ccc(C(CC(=O)N4C(=O)OCC4Cc4ccccc4)c4ccon4)cc3)s2)cc1. Reaction SMILES: [CH2:1]([CH3:2])[NH:3][CH2:4][CH3:5].[CH2:6]([c:7]1[cH:8][cH:9][cH:10][cH:11][cH:12]1)[CH:13]1[N:14]([C:19]([CH2:20][CH:21]([c:22]2[n:23][o:24][cH:25][cH:26]2)[c:27]2[cH:28][cH:29][c:30]([O:31][CH2:32][c:33]3[c:34]([CH3:46])[n:35][c:36](-[c:38]4[cH:39][cH:40][c:41]([CH:42]=[O:43])[cH:44][cH:45]4)[s:37]3)[cH:47][cH:48]2)=[O:49])[C:15](=[O:18])[O:16][CH2:17]1.[ClH:50]>>[CH2:1]([CH3:2])[N:3]([CH2:4][CH3:5])[CH2:42][c:41]1[cH:40][cH:39][c:38](-[c:36]2[n:35][c:34]([CH3:46])[c:33]([CH2:32][O:31][c:30]3[cH:29][cH:28][c:27]([CH:21]([CH2:20][C:19]([N:14]4[CH:13]([CH2:6][c:7]5[cH:8][cH:9][cH:10][cH:11][cH:12]5)[CH2:17][O:16][C:15]4=[O:18])=[O:49])[c:22]4[n:23][o:24][cH:25][cH:26]4)[cH:48][cH:47]3)[s:37]2)[cH:45][cH:44]1. Starting materials: COCCOc1ccc2c(c1)OCC21C(=O)N(C(c2ccccc2)c2ccccc2)c2ccccc21, COc1cc2c(cc1C)C1(CO2)C(=O)N(C(c2ccccc2)c2ccccc2)c2ccccc21. The product is COCCOc1ccc2c(c1)OCC21C(=O)Nc2ccccc21. Reaction SMILES: [c:1]1([CH:2]([c:3]2[cH:4][cH:5][cH:6][cH:7][cH:31]2)[N:8]2[C:9](=[O:30])[C:10]3([CH2:11][O:12][c:13]4[c:14]3[cH:15][cH:16][c:17]([O:19][CH2:20][CH2:21][O:22][CH3:23])[cH:18]4)[c:24]3[cH:25][cH:26][cH:27][cH:28][c:29]32)[cH:32][cH:33][cH:34][cH:35][cH:36]1.[c:37]1([CH:38]([c:39]2[cH:40][cH:41][cH:42][cH:43][cH:44]2)[N:45]2[c:46]3[c:47]([cH:48][cH:49][cH:50][cH:51]3)[C:52]3([c:53]4[cH:54][c:55]([CH3:56])[c:57]([O:58][CH3:59])[cH:60][c:61]4[O:62][CH2:63]3)[C:64]2=[O:65])[cH:66][cH:67][cH:68][cH:69][cH:70]1>>[NH:8]1[C:9](=[O:30])[C:10]2([CH2:11][O:12][c:13]3[c:14]2[cH:15][cH:16][c:17]([O:19][CH2:20][CH2:21][O:22][CH3:23])[cH:18]3)[c:24]2[cH:25][cH:26][cH:27][cH:28][c:29]21.